From a dataset of the Open Reaction Database (ORD), a public repository of structured organic reaction records. describe an organic reaction: reactants, conditions, products, and yield Reactants: CCOC(=O)Nc1c([N+](=O)[O-])cc(Br)cc1C(F)(F)F, O=C([O-])[O-], CN(C)C=O, Clc1ccccc1CBr, [K+], [K+]. The product is CCOC(=O)N(Cc1ccccc1Cl)c1c([N+](=O)[O-])cc(Br)cc1C(F)(F)F. As a reaction SMILES: [Br:1][c:2]1[cH:3][c:4]([N+:18](=[O:19])[O-:20])[c:5]([NH:12][C:13]([O:14][CH2:15][CH3:16])=[O:17])[c:6]([C:8]([F:9])([F:10])[F:11])[cH:7]1.[C:21](=[O:22])([O-:23])[O-:24].[CH3:36][N:37]([CH3:38])[CH:39]=[O:40].[Cl:27][c:28]1[c:29]([CH2:30][Br:31])[cH:32][cH:33][cH:34][cH:35]1.[K+:25].[K+:26]>>[Br:1][c:2]1[cH:3][c:4]([N+:18](=[O:19])[O-:20])[c:5]([N:12]([C:13]([O:14][CH2:15][CH3:16])=[O:17])[CH2:30][c:29]2[c:28]([Cl:27])[cH:35][cH:34][cH:33][cH:32]2)[c:6]([C:8]([F:9])([F:10])[F:11])[cH:7]1. Reactants: CCOC(=O)Oc1ccc(S(=O)(=O)N2c3ccccc3-c3ccc(F)cc3C2C)cc1, CO, [Na+], [OH-]. The product is CC1c2cc(F)ccc2-c2ccccc2N1S(=O)(=O)c1ccc(O)cc1. RXN SMILES: [C:1](=[O:2])([O:3][CH2:4][CH3:31])[O:5][c:6]1[cH:7][cH:8][c:9]([S:12](=[O:13])(=[O:14])[N:15]2[c:16]3[cH:17][cH:18][cH:19][cH:20][c:21]3-[c:22]3[cH:23][cH:24][c:25]([F:30])[cH:26][c:27]3[CH:28]2[CH3:29])[cH:10][cH:11]1.[CH3:34][OH:35].[Na+:33].[OH-:32]>>[OH:5][c:6]1[cH:7][cH:8][c:9]([S:12](=[O:13])(=[O:14])[N:15]2[c:16]3[cH:17][cH:18][cH:19][cH:20][c:21]3-[c:22]3[cH:23][cH:24][c:25]([F:30])[cH:26][c:27]3[CH:28]2[CH3:29])[cH:10][cH:11]1. The reactants are C1=CC(=CC(=C1)Cl)C(=O)OO (mCPBA), ClC1=C(C=C(C=2C([C@]3(C(C=4C=CC(=NC4C[C@H]3C)C)=O)OC21)=O)OC)OC ((2S,7′R)-7-chloro-4,6-dimethoxy-2′,7′-dimethyl-7′,8′-dihydro-3H,5′H-spiro[benzofuran-2,6′-quinoline]-3,5′-dione). Solvent: ClCCl (dichloromethane). Run at time 16 hour. The product is ClC1=C(C=C(C=2C([C@]3(C(C=4C=CC(=NC4C[C@H]3C)CC)=O)OC21)=O)OC)OC ((2 S,7′R)-7-chloro-2′-ethyl-4,6-dimethoxy-7′-methyl-7′,8′-dihydro-3H,5′H-spiro[benzofuran-2,6′-quinoline]-3,5′-dione). Yield: 102.1%. RXN SMILES: [CH:1]1C=C(Cl)C=C(C(OO)=O)C=1.[Cl:12][C:13]1[C:33]2[O:32][C@:19]3([C@H:28]([CH3:29])[CH2:27][C:26]4[N:25]=[C:24]([CH3:30])[CH:23]=[CH:22][C:21]=4[C:20]3=[O:31])[C:18](=[O:34])[C:17]=2[C:16]([O:35][CH3:36])=[CH:15][C:14]=1[O:37][CH3:38]>ClCCl>[Cl:12][C:13]1[C:33]2[O:32][C@:19]3([C@H:28]([CH3:29])[CH2:27][C:26]4[N:25]=[C:24]([CH2:30][CH3:1])[CH:23]=[CH:22][C:21]=4[C:20]3=[O:31])[C:18](=[O:34])[C:17]=2[C:16]([O:35][CH3:36])=[CH:15][C:14]=1[O:37][CH3:38]. Procedure details: In a 250 mL round-bottomed flask 1.3 g (7.7 mmol, 2 eq.) of mCPBA was added to a solution of (2S,7′R)-7-chloro-4,6-dimethoxy-2′,7′-dimethyl-7′,8′-dihydro-3H,5′H-spiro[benzofuran-2,6′-quinoline]-3,5′-dione (1.5 g, 3.9 mmol, 1.0 eq) in 45 mL of dichloromethane. The mixture was left under agitation at ambient temperature for 16 h, then concentrated under reduced pressure. The residue was dissolved in AcOEt. The organic phase was washed with 10% Na2S2O3 solution, then a saturated NaHCO3 solution, th... Starting materials: C#CC1CCC(CCCCCCC)CC1, CCNCC, I[Cu]I, Fc1cc(-c2ccccc2F)ccc1I. Yields the product CCCCCCCC1CCC(C#Cc2ccc(-c3ccccc3F)cc2F)CC1. Reaction SMILES: [CH2:1]([CH2:2][CH2:3][CH2:4][CH2:5][CH2:6][CH3:7])[CH:8]1[CH2:9][CH2:10][CH:11]([C:14]#[CH:15])[CH2:12][CH2:13]1.[CH2:34]([NH:35][CH2:36][CH3:37])[CH3:38].[Cu:31]([I:32])[I:33].[F:16][c:17]1[c:18](-[c:23]2[cH:24][c:25]([F:30])[c:26]([I:29])[cH:27][cH:28]2)[cH:19][cH:20][cH:21][cH:22]1>>[CH2:1]([CH2:2][CH2:3][CH2:4][CH2:5][CH2:6][CH3:7])[CH:8]1[CH2:9][CH2:10][CH:11]([C:14]#[C:15][c:26]2[c:25]([F:30])[cH:24][c:23](-[c:18]3[c:17]([F:16])[cH:22][cH:21][cH:20][cH:19]3)[cH:28][cH:27]2)[CH2:12][CH2:13]1.